Dataset: the Open Reaction Database (ORD), a public repository of structured organic reaction records. Task: describe an organic reaction: reactants, conditions, products, and yield The reactants are C(C)(=O)OCC=1C=C(C(=O)OC)C=CC1Br (methyl 3-[(acetyloxy)methyl]-4-bromobenzoate), C1(=C(C=CC=C1)B(O)O)C (o-tolylboronic acid), C([O-])([O-])=O.[K+].[K+] (potassium carbonate). Reagents/catalysts: C=1C=CC(=CC1)[P](C=2C=CC=CC2)(C=3C=CC=CC3)[Pd]([P](C=4C=CC=CC4)(C=5C=CC=CC5)C=6C=CC=CC6)([P](C=7C=CC=CC7)(C=8C=CC=CC8)C=9C=CC=CC9)[P](C=1C=CC=CC1)(C=1C=CC=CC1)C=1C=CC=CC1 (Pd(PPh3)4). The solvent is C1(=CC=CC=C1)C (toluene), O (water). Product: C(C)(=O)OCC1=C(C=CC(=C1)C(=O)OC)C1=C(C=CC=C1)C (Methyl 2-[(acetyloxy)methyl]-2′-methylbiphenyl-4-carboxylate). Yield: 100.1%. RXN SMILES: [C:1]([O:4][CH2:5][C:6]1[CH:7]=[C:8]([CH:13]=[CH:14][C:15]=1Br)[C:9]([O:11][CH3:12])=[O:10])(=[O:3])[CH3:2].[C:17]1([CH3:26])[CH:22]=[CH:21][CH:20]=[CH:19][C:18]=1B(O)O.C(=O)([O-])[O-].[K+].[K+]>C1(C)C=CC=CC=1.O.C1C=CC([P]([Pd]([P](C2C=CC=CC=2)(C2C=CC=CC=2)C2C=CC=CC=2)([P](C2C=CC=CC=2)(C2C=CC=CC=2)C2C=CC=CC=2)[P](C2C=CC=CC=2)(C2C=CC=CC=2)C2C=CC=CC=2)(C2C=CC=CC=2)C2C=CC=CC=2)=CC=1>[C:1]([O:4][CH2:5][C:6]1[CH:7]=[C:8]([C:9]([O:11][CH3:12])=[O:10])[CH:13]=[CH:14][C:15]=1[C:18]1[CH:19]=[CH:20][CH:21]=[CH:22][C:17]=1[CH3:26])(=[O:3])[CH3:2] |f:2.3.4,^1:44,46,65,84|. Procedure details: A mixture of methyl 3-[(acetyloxy)methyl]-4-bromobenzoate (4.7 g; 16.4 mmol; 1 eq.), o-tolylboronic acid (2.45 g; 18 mmol; 1.1 eq.), potassium carbonate (11.3 g; 82 mmol; 5 eq.) and Pd(PPh3)4 (1.89 g; 1.64 mmol; 0.1 eq.) in toluene (23.5 mL) and water (23.5 mL) was refluxed for 2 hours. After cooling to RT, the reaction mixture was filtered through a pad of Celite® which was further washed with toluene (50 mL). The filtrate was concentrated in vacuo, the residue taken up in EtOAc (250 mL) and wa... Starting materials: CCCC[N+](CCCC)(CCCC)CCCC, C1CCOC1, [F-], CCCCC(Oc1ccc(CCCC(=O)OCC[Si](C)(C)C)cc1)c1cccc(-c2ccc(C(F)(F)F)cc2)n1. Yields the product CCCCC(Oc1ccc(CCCC(=O)O)cc1)c1cccc(-c2ccc(C(F)(F)F)cc2)n1. As a reaction SMILES: [CH2:42]([N+:43]([CH2:44][CH2:45][CH2:46][CH3:47])([CH2:48][CH2:49][CH2:50][CH3:51])[CH2:52][CH2:53][CH2:54][CH3:55])[CH2:56][CH2:57][CH3:58].[CH2:59]1[O:60][CH2:61][CH2:62][CH2:63]1.[F-:41].[F:1][C:2]([c:3]1[cH:4][cH:5][c:6](-[c:9]2[cH:10][cH:11][cH:12][c:13]([CH:15]([CH2:16][CH2:17][CH2:18][CH3:19])[O:20][c:21]3[cH:22][cH:23][c:24]([CH2:27][CH2:28][CH2:29][C:30](=[O:31])[O:32][CH2:33][CH2:34][Si:35]([CH3:36])([CH3:37])[CH3:38])[cH:25][cH:26]3)[n:14]2)[cH:7][cH:8]1)([F:39])[F:40]>>[F:1][C:2]([c:3]1[cH:4][cH:5][c:6](-[c:9]2[cH:10][cH:11][cH:12][c:13]([CH:15]([CH2:16][CH2:17][CH2:18][CH3:19])[O:20][c:21]3[cH:22][cH:23][c:24]([CH2:27][CH2:28][CH2:29][C:30](=[O:31])[OH:32])[cH:25][cH:26]3)[n:14]2)[cH:7][cH:8]1)([F:39])[F:40]. Starting materials: ClC1=NC=NC2=CC(=C(C=C12)OC)OCCOC (4-chloro-6-methoxy-7-(2-methoxyethoxy)quinazoline), NS(=O)(=O)C=1C=C2CC(NC2=CC1)=O (5-aminosulphonyloxindole), [H-].[Na+] (sodium hydride). Run in CN(C)C=O (DMF), CN(C)C=O (DMF), CN(C)C=O (DMF). Conditions: time 30 minute. The product is Cl.NS(=O)(=O)C=1C=C2C(C(NC2=CC1)=O)C1=NC=NC2=CC(=C(C=C12)OC)OCCOC (4-(5-aminosulphonyloxindol-3-yl)-6-methoxy-7-(2-methoxyethoxy)quinazoline hydrochloride). Isolated yield 53.5%. Reaction SMILES: [NH2:1][S:2]([C:5]1[CH:6]=[C:7]2[C:11](=[CH:12][CH:13]=1)[NH:10][C:9](=[O:14])[CH2:8]2)(=[O:4])=[O:3].[H-].[Na+].[Cl:17][C:18]1[C:27]2[C:22](=[CH:23][C:24]([O:30][CH2:31][CH2:32][O:33][CH3:34])=[C:25]([O:28][CH3:29])[CH:26]=2)[N:21]=[CH:20][N:19]=1>CN(C=O)C>[ClH:17].[NH2:1][S:2]([C:5]1[CH:6]=[C:7]2[C:11](=[CH:12][CH:13]=1)[NH:10][C:9](=[O:14])[CH:8]2[C:18]1[C:27]2[C:22](=[CH:23][C:24]([O:30][CH2:31][CH2:32][O:33][CH3:34])=[C:25]([O:28][CH3:29])[CH:26]=2)[N:21]=[CH:20][N:19]=1)(=[O:4])=[O:3] |f:1.2,5.6|. Procedure: A solution of 5-aminosulphonyloxindole (355 mg, 1.67 mmol) in DMF (3.5 ml) was added dropwise to sodium hydride (67 mg, 1.67 mmol, prewashed with THF) in DMF (5 ml). The mixture was stirred for 30 minutes at ambient temperature and a solution of 4-chloro-6-methoxy-7-(2-methoxyethoxy)quinazoline (150 mg, 0.56 mmol), (prepared as described for the starting material in Example 2), in DMF (3 ml) was added. The mixture was heated at 65° C. for 2.5 hours and then stirred overnight at ambient temperatu... Reactants: [Al+3], COc1ccc(C(=O)Cl)cc1, [Cl-], [Cl-], [Cl-], ClCCCl, Cc1cc2c(C)coc2c(O)c1C. Product: COc1ccc(C(=O)c2oc3c(O)c(C)c(C)cc3c2C)cc1. Reaction SMILES: [Al+3:13].[C:1]([c:2]1[cH:3][cH:4][c:5]([O:8][CH3:9])[cH:6][cH:7]1)(=[O:10])[Cl:11].[Cl-:12].[Cl-:14].[Cl-:15].[Cl:29][CH2:30][CH2:31][Cl:32].[OH:16][c:17]1[c:18]([CH3:28])[c:19]([CH3:27])[cH:20][c:21]2[c:22]([CH3:26])[cH:23][o:24][c:25]12>>[C:1]([c:2]1[cH:3][cH:4][c:5]([O:8][CH3:9])[cH:6][cH:7]1)(=[O:10])[c:23]1[c:22]([CH3:26])[c:21]2[cH:20][c:19]([CH3:27])[c:18]([CH3:28])[c:17]([OH:16])[c:25]2[o:24]1. The reactants are resultant solution, N([C@@H](CC(OCC1=CC=CC=C1)=O)C(=O)N[C@@H](CC1=CC=CC=C1)C(=O)OCC1=CC=CC=C1)C(=O)OC(C)(C)C (Boc-L-Asp(OBzl)-L-Phe-OBzl), FC(C(=O)O)(F)F (trifluoroacetic acid). Run in ClCCl (dichloromethane). Product: N[C@@H](CC(OCC1=CC=CC=C1)=O)C(=O)N[C@@H](CC1=CC=CC=C1)C(=O)OCC1=CC=CC=C1 (L-Asp(OBzl)-L-Phe-OBzl), FC(C(=O)[O-])(F)F (trifluoroacetate). RXN SMILES: [NH:1](C(OC(C)(C)C)=O)[C@H:2]([C:14]([NH:16][C@H:17]([C:25]([O:27][CH2:28][C:29]1[CH:34]=[CH:33][CH:32]=[CH:31][CH:30]=1)=[O:26])[CH2:18][C:19]1[CH:24]=[CH:23][CH:22]=[CH:21][CH:20]=1)=[O:15])[CH2:3][C:4](=[O:13])[O:5][CH2:6][C:7]1[CH:12]=[CH:11][CH:10]=[CH:9][CH:8]=1.[F:42][C:43]([F:48])([F:47])[C:44]([OH:46])=[O:45]>ClCCl>[NH2:1][C@H:2]([C:14]([NH:16][C@H:17]([C:25]([O:27][CH2:28][C:29]1[CH:30]=[CH:31][CH:32]=[CH:33][CH:34]=1)=[O:26])[CH2:18][C:19]1[CH:20]=[CH:21][CH:22]=[CH:23][CH:24]=1)=[O:15])[CH2:3][C:4](=[O:13])[O:5][CH2:6][C:7]1[CH:8]=[CH:9][CH:10]=[CH:11][CH:12]=1.[F:42][C:43]([F:48])([F:47])[C:44]([O-:46])=[O:45]. Reported procedure: Boc-L-Asp(OBzl)-L-Phe-OBzl (9.91 g) was dissolved in a mixture of trifluoroacetic acid (50 ml) and dichloromethane (50 ml). The resultant solution was stored at room temperature for 2 hr. The reaction mixture was evaporated to dryness to yield a residue which was triturated with ether, collected, washed thoroughly with ether and dried under high vacuum to yield L-Asp(OBzl)-L-Phe-OBzl, trifluoroacetate salt (8.36 g) as a white solid: NMR (CDCl3) δ2.88 (2H, m), 3.07 (2H, m), 4.33 (1H, m), 4.78 (1H... The reactants are CC(=O)C (acetone), C(CCC)[Li] (n-butyllithium), hexanes, BrC1=NC=C(C=C1)Br (2,5-dibromopyridine). Solvent: C(C)OCC (diethyl ether). Conditions: time 1 hour. Yields the product BrC1=NC=C(C=C1)C(C)(C)O (2-bromo-5-(1-hydroxy-1-methylethyl)pyridine). As a reaction SMILES: [Br:1][C:2]1[CH:7]=[CH:6][C:5](Br)=[CH:4][N:3]=1.C([Li])CCC.[CH3:14][C:15]([CH3:17])=[O:16]>C(OCC)C>[Br:1][C:2]1[CH:7]=[CH:6][C:5]([C:15]([OH:16])([CH3:17])[CH3:14])=[CH:4][N:3]=1. Procedure details: A solution of 2,5-dibromopyridine in diethyl ether (5 mL/mmol) was cooled to −78° C., and n-butyllithium 2.5M in hexanes (1.05 eq) was added slowly. After 2 hrs in the cold, acetone (1.3 eq) was added and stirring was continued for 1 hour. The resulting mixture was quenched with saturated aqueous ammonium chloride solution, warmed to room temperature, and partitioned between ether and water. The crude product from the organic phase was triturated with 1:1 ether-hexane and filtered to afford the ... Starting materials: C(=O)C=1C=C2CC[C@H](CC2=CC1)NC(C1=CC=C(C=C1)OC[C@H]1OCCC1)=O (N-((R)-6-formyl-1,2,3,4-tetrahydronaphthalen-2-yl)-4-[(S)-1-(tetrahydrofuran-2-yl)methoxy]benzamide), BrC=1C=C2CC[C@H](CC2=CC1)NC(C1=CC=C(C=C1)OC[C@H]1OCCC1)=O (N-((R)-6-bromo-1,2,3,4-tetrahydronaphthalen-2-yl)-4-[(S)-1-(tetrahydrofuran-2-yl)methoxy]benzamide), C(CCC)[Li] (butyllithium), BrC=1C=C2CC[C@@H](CC2=CC1)NC(C1=CC=C(C=C1)OC[C@H]1OCCC1)=O (N-((S)-6-bromo-1,2,3,4-tetrahydronaphthalen-2-yl)-4-[(S)-1-(tetrahydrofuran-2-yl)methoxy]benzamide), C(=O)=O (dry ice), C[Li] (methyl lithium). The solvent is C1CCOC1 (THF), C(C)(=O)O (acetic acid), CN(C)C=O (DMF), O (water). Run at time 30 second. The product is C(=O)C=1C=C2CC[C@@H](CC2=CC1)NC(C1=CC=C(C=C1)OC[C@H]1OCCC1)=O (N-((S)-6-Formyl-1,2,3,4-tetrahydronaphthalen-2-yl)-4-[(S)-1-(tetrahydrofuran-2-yl)methoxy]benzamide). As a reaction SMILES: BrC1C=C2C(=CC=1)C[C@@H](NC(=O)C1C=CC(OC[C@@H]3CCCO3)=CC=1)CC2.C(=O)=O.C[Li].C([Li])CCC.[CH:38]([C:40]1[CH:41]=[C:42]2[C:47](=[CH:48][CH:49]=1)[CH2:46][C@H:45]([NH:50][C:51](=[O:65])[C:52]1[CH:57]=[CH:56][C:55]([O:58][CH2:59][C@@H:60]3[CH2:64][CH2:63][CH2:62][O:61]3)=[CH:54][CH:53]=1)[CH2:44][CH2:43]2)=[O:39].BrC1C=C2C(=CC=1)C[C@H](NC(=O)C1C=CC(OC[C@@H]3CCCO3)=CC=1)CC2>O.C(O)(=O)C.CN(C=O)C.C1COCC1>[CH:38]([C:40]1[CH:41]=[C:42]2[C:47](=[CH:48][CH:49]=1)[CH2:46][C@@H:45]([NH:50][C:51](=[O:65])[C:52]1[CH:57]=[CH:56][C:55]([O:58][CH2:59][C@@H:60]3[CH2:64][CH2:63][CH2:62][O:61]3)=[CH:54][CH:53]=1)[CH2:44][CH2:43]2)=[O:39]. Reported procedure: A mixture of N-((S)-6-bromo-1,2,3,4-tetrahydronaphthalen-2-yl)-4-[(S)-1-(tetrahydrofuran-2-yl)methoxy]benzamide (10.0 g) and THF (130 ml) was cooled to −78° C. (dry ice bath) and a solution of methyl lithium (18.9 ml; 1.6 M in diethyl ether) was added dropwise. One minute after the addition had ended, a solution of butyllithium (13.9 ml; 2.5 M in toluene) was added dropwise. One minute after the addition had ended, DMF (5.1 g) was added, and, after a further 30 seconds, acetic acid (4.5 ml). Aft...